Dataset: the Open Reaction Database (ORD), a public repository of structured organic reaction records. Task: describe an organic reaction: reactants, conditions, products, and yield Starting materials: OCC(O)CO (glycerol), S(O)(O)(=O)=O (sulfuric acid), S(O)(O)(=O)=O (sulfuric acid), [N+](=O)([O-])C=1C=C(C=CC1)S(=O)(=O)O (3-nitrobenzenesulfonic acid), OCC(O)CO (glycerol), BrC1=C(C=C(N)C=C1)OC (4-bromo-3-methoxyaniline). The solvent is O (water), O (water). Conditions: temperature 140 celsius, time 3 hour. The product is BrC=1C=C2C=CC=NC2=CC1OC (6-bromo-7-methoxyquinoline). Isolated yield 51.3%. Reaction SMILES: S(=O)(=O)(O)O.[N+]([C:9]1[CH:10]=C(S(O)(=O)=O)C=C[CH:14]=1)([O-])=O.OCC(CO)O.[Br:25][C:26]1[CH:32]=[CH:31][C:29]([NH2:30])=[CH:28][C:27]=1[O:33][CH3:34]>O>[Br:25][C:26]1[CH:32]=[C:31]2[C:29](=[CH:28][C:27]=1[O:33][CH3:34])[N:30]=[CH:10][CH:9]=[CH:14]2. Reported procedure: In a 100 mL round-bottom flask, a solution of concentrated sulfuric acid (2.1 mL, 39.6 mmol) in water (2.4 mL) was treated with 3-nitrobenzenesulfonic acid (2.06 g, 10.1 mmol) and glycerol (2.5 mL, 34.8 mmol) to give a thick grey suspension. The mixture was heated to 110° C. (oil bath) and 4-bromo-3-methoxyaniline (1.952 g, 9.66 mmol) was added portion-wise, resulting in an immobile slurry. Additional portions of water (3 mL), glycerol (3 mL), and concentrated sulfuric acid (3 mL) were added and... Reactants: O=C1COCC(=O)O1, C1CCOC1, COC(=O)c1cc(Cl)ccc1N. Yields the product COC(=O)c1cc(Cl)ccc1NC(=O)COCC(=O)O. RXN SMILES: [C:13]1(=[O:20])[CH2:14][O:15][CH2:16][C:17](=[O:18])[O:19]1.[CH2:21]1[O:22][CH2:23][CH2:24][CH2:25]1.[NH2:1][c:2]1[c:3]([C:4](=[O:5])[O:6][CH3:7])[cH:8][c:9]([Cl:12])[cH:10][cH:11]1>>[NH:1]([c:2]1[c:3]([C:4](=[O:5])[O:6][CH3:7])[cH:8][c:9]([Cl:12])[cH:10][cH:11]1)[C:17]([CH2:16][O:15][CH2:14][C:13](=[O:19])[OH:20])=[O:18]. Starting materials: N#Cc1ccc(NCCNc2nc(Cl)cc3nccn23)nc1, OB(O)c1ccc(C(F)(F)F)cc1, [Na+], [Na+], O=C([O-])[O-], C1COCCO1, c1ccc(P(c2ccccc2)(c2ccccc2)[Pd](P(c2ccccc2)(c2ccccc2)c2ccccc2)(P(c2ccccc2)(c2ccccc2)c2ccccc2)P(c2ccccc2)(c2ccccc2)c2ccccc2)cc1. Product: N#Cc1ccc(NCCNc2nc(-c3ccc(C(F)(F)F)cc3)cc3nccn23)nc1. Reaction SMILES: [Cl:1][c:2]1[cH:3][c:4]2[n:5]([c:6]([NH:8][CH2:9][CH2:10][NH:11][c:12]3[n:13][cH:14][c:15]([C:16]#[N:17])[cH:18][cH:19]3)[n:7]1)[cH:20][cH:21][n:22]2.[F:23][C:24]([c:25]1[cH:26][cH:27][c:28]([B:31]([OH:32])[OH:33])[cH:29][cH:30]1)([F:34])[F:35].[Na+:36].[Na+:37].[O-:38][C:39](=[O:40])[O-:41].[O:119]1[CH2:120][CH2:121][O:122][CH2:123][CH2:124]1.[cH:42]1[cH:43][cH:44][c:45]([P:46]([Pd:47]([P:48]([c:49]2[cH:50][cH:51][cH:52][cH:53][cH:54]2)([c:55]2[cH:56][cH:57][cH:58][cH:59][cH:60]2)[c:61]2[cH:62][cH:63][cH:64][cH:65][cH:66]2)([P:67]([c:68]2[cH:69][cH:70][cH:71][cH:72][cH:73]2)([c:74]2[cH:75][cH:76][cH:77][cH:78][cH:79]2)[c:80]2[cH:81][cH:82][cH:83][cH:84][cH:85]2)[P:86]([c:87]2[cH:88][cH:89][cH:90][cH:91][cH:92]2)([c:93]2[cH:94][cH:95][cH:96][cH:97][cH:98]2)[c:99]2[cH:100][cH:101][cH:102][cH:103][cH:104]2)([c:105]2[cH:106][cH:107][cH:108][cH:109][cH:110]2)[c:111]2[cH:112][cH:113][cH:114][cH:115][cH:116]2)[cH:117][cH:118]1>>[c:2]1(-[c:28]2[cH:27][cH:26][c:25]([C:24]([F:23])([F:34])[F:35])[cH:30][cH:29]2)[cH:3][c:4]2[n:5]([c:6]([NH:8][CH2:9][CH2:10][NH:11][c:12]3[n:13][cH:14][c:15]([C:16]#[N:17])[cH:18][cH:19]3)[n:7]1)[cH:20][cH:21][n:22]2. Reactants: CC(CNC1=C(C=2N(C3=CC=CC=C13)N=NN2)N)C (N5-(2-Methylpropyl)tetrazolo[1,5-a]quinoline-4,5-diamine), [Na] (sodium), C(C)(=O)OC(OCC)OCC (diethoxymethyl acetate). Run in O (Water). The product is CC(CN1C=NC=2C=3N(C4=CC=CC=C4C21)N=NN3)C (6-(2-methylpropyl)-6H-imidazo[4,5-c]tetrazolo[1,5-a]quinoline). As a reaction SMILES: [CH3:1][CH:2]([CH3:19])[CH2:3][NH:4][C:5]1[C:14]2[C:9](=[CH:10][CH:11]=[CH:12][CH:13]=2)[N:8]2[N:15]=[N:16][N:17]=[C:7]2[C:6]=1[NH2:18].[C:20](OC(OCC)OCC)(=O)C.[Na]>O>[CH3:1][CH:2]([CH3:19])[CH2:3][N:4]1[C:5]2[C:14]3[C:9](=[CH:10][CH:11]=[CH:12][CH:13]=3)[N:8]3[N:15]=[N:16][N:17]=[C:7]3[C:6]=2[N:18]=[CH:20]1 |^1:30|. Procedure details: N5-(2-Methylpropyl)tetrazolo[1,5-a]quinoline-4,5-diamine (0.2 g, 0.78 mmole, Example 16) was combined with diethoxymethyl acetate (2 mL) and heated on a steam bath for 3 hours. Water (10 mL) and 10% sodium hdyroxide (2 mL) were added and the reaction mixture was heated on a steam bath for 1 hour. A solid was isolated by filtration then recrystallized from methanol/ethyl acetate to provide 0.16 g of 6-(2-methylpropyl)-6H-imidazo[4,5-c]tetrazolo[1,5-a]quinoline as a white crystalline solid, m.p. 2... Starting materials: CS(C)=O, ClCc1cccc(-c2ccccc2)c1, [H-], [Na+], O, O=C1NC(=O)C(Cc2ccc(O)cc2)S1. Yields the product O=C1NC(=O)C(Cc2ccc(OCc3cccc(-c4ccccc4)c3)cc2)S1. Reaction SMILES: [CH3:33][S:34](=[O:35])[CH3:36].[Cl:16][CH2:17][c:18]1[cH:19][c:20](-[c:24]2[cH:25][cH:26][cH:27][cH:28][cH:29]2)[cH:21][cH:22][cH:23]1.[H-:30].[Na+:31].[OH2:32].[OH:1][c:2]1[cH:3][cH:4][c:5]([CH2:8][CH:9]2[C:10](=[O:15])[NH:11][C:12](=[O:14])[S:13]2)[cH:6][cH:7]1>>[O:1]([c:2]1[cH:3][cH:4][c:5]([CH2:8][CH:9]2[C:10](=[O:15])[NH:11][C:12](=[O:14])[S:13]2)[cH:6][cH:7]1)[CH2:17][c:18]1[cH:19][c:20](-[c:24]2[cH:25][cH:26][cH:27][cH:28][cH:29]2)[cH:21][cH:22][cH:23]1. The reactants are COc1cccc(CN)c1, CC(C)(CO)C(=O)O. Yields the product COc1cccc(CNC(=O)C(C)(C)CO)c1. Reaction SMILES: [CH3:9][O:10][c:11]1[cH:12][c:13]([CH2:17][NH2:18])[cH:14][cH:15][cH:16]1.[OH:1][CH2:2][C:3]([C:4](=[O:5])[OH:6])([CH3:7])[CH3:8]>>[OH:1][CH2:2][C:3]([C:4](=[O:6])[NH:18][CH2:17][c:13]1[cH:12][c:11]([O:10][CH3:9])[cH:16][cH:15][cH:14]1)([CH3:7])[CH3:8]. The reactants are CC(C)P(=O)([O-])[O-], [Cl-], Clc1nc(Cl)c(Cl)c(Cl)c1Cl, [NH4+], O, [Zn]. Yields the product Clc1cc(Cl)c(Cl)nc1Cl. Reaction SMILES: [CH3:14][CH:15]([CH3:16])[P:17]([O-:18])(=[O:19])[O-:20].[Cl-:12].[Cl:1][c:2]1[c:3]([Cl:11])[c:4]([Cl:10])[c:5]([Cl:9])[c:6]([Cl:8])[n:7]1.[NH4+:13].[OH2:21].[Zn:22]>>[Cl:1][c:2]1[c:3]([Cl:11])[cH:4][c:5]([Cl:9])[c:6]([Cl:8])[n:7]1.